Dataset: the Open Reaction Database (ORD), a public repository of structured organic reaction records. Task: describe an organic reaction: reactants, conditions, products, and yield Reaction SMILES: BrC1C=C2C(=CC=1)C=C(C(=S)N(C)CC(O)=O)C=C2.C[O:21][C:22](=[O:39])[CH2:23][N:24]([C:26]([C:28]1[CH:37]=[CH:36][C:35]2[C:30](=[CH:31][CH:32]=[CH:33][C:34]=2[Br:38])[CH:29]=1)=[S:27])[CH3:25]>>[Br:38][C:34]1[CH:33]=[CH:32][CH:31]=[C:30]2[C:35]=1[CH:36]=[CH:37][C:28]([C:26](=[S:27])[N:24]([CH3:25])[CH2:23][C:22]([OH:39])=[O:21])=[CH:29]2. Yields the product BrC1=C2C=CC(=CC2=CC=C1)C(N(CC(=O)O)C)=S (N-[(5-bromo-2-naphthalenyl)thioxomethyl]-N-methylglycine). Reactants: BrC=1C=C2C=CC(=CC2=CC1)C(N(CC(=O)O)C)=S (N-[(6-bromo-2-naphthalenyl)thioxomethyl]-N-methylglycine), ester, COC(CN(C)C(=S)C1=CC2=CC=CC(=C2C=C1)Br)=O (N-[(5-bromo-2-naphthalenyl)thioxomethyl]-N-methylglycine methyl ester). Procedure details: In the same manner but replacing N-[(6-bromo-2-naphthalenyl)thioxomethyl]-N-methylglycine with an equivalent amount of another ester of formula V, other compounds of formula I are obtained. For example, replacement with N-[(5-bromo-2-naphthalenyl)thioxomethyl]-N-methylglycine methyl ester, described in the preceding example, gave N-[(5-bromo-2-naphthalenyl)thioxomethyl]-N-methylglycine; mp 180° C. (dec); NMR (DMSO-d6) δ 3.2 and 3.55 (2s, 3H), 4.25 and 4.85 (2s, 2H), 7.75 (m, 6H); IR (Nujol*) 290... Starting materials: COC(CCC1=NC(=CC=C1OCCCC\C=C\C1=CC=C(C=C1)OC)\C=C/C1=CC(=CC=C1)C(=O)OC)=O (3-{6-[2-(3-methoxycarbonyl-phenyl)-(1Z)-1-ethenyl]-3-[6-(4-methoxyphenyl)-(5E)-5-hexenyloxy]-2-pyridyl}-propionic acid methyl ester), 2n, [OH-].[Na+] (sodium hydroxide). Solvent: CO (methanol), O1CCCC1 (tetrahydrofuran). Product: C(=O)(O)C=1C=C(C=CC1)\C=C/C1=CC=C(C(=N1)CCC(=O)O)OCCCC\C=C\C1=CC=C(C=C1)OC (3-{6-[2-(3-Carboxyphenyl)-(1Z)-1-ethenyl]-3-[6-(4-methoxyphenyl)-(5E)-5-hexenyloxy]-2-pyridyl}-propionic acid). Yield: 88.9%. Reaction SMILES: C[O:2][C:3](=[O:39])[CH2:4][CH2:5][C:6]1[C:11]([O:12][CH2:13][CH2:14][CH2:15][CH2:16]/[CH:17]=[CH:18]/[C:19]2[CH:24]=[CH:23][C:22]([O:25][CH3:26])=[CH:21][CH:20]=2)=[CH:10][CH:9]=[C:8](/[CH:27]=[CH:28]\[C:29]2[CH:34]=[CH:33][CH:32]=[C:31]([C:35]([O:37]C)=[O:36])[CH:30]=2)[N:7]=1.[OH-].[Na+]>CO.O1CCCC1>[C:35]([C:31]1[CH:30]=[C:29](/[CH:28]=[CH:27]\[C:8]2[N:7]=[C:6]([CH2:5][CH2:4][C:3]([OH:39])=[O:2])[C:11]([O:12][CH2:13][CH2:14][CH2:15][CH2:16]/[CH:17]=[CH:18]/[C:19]3[CH:20]=[CH:21][C:22]([O:25][CH3:26])=[CH:23][CH:24]=3)=[CH:10][CH:9]=2)[CH:34]=[CH:33][CH:32]=1)([OH:37])=[O:36] |f:1.2|. Procedure details: Under the conditions of example 3 C, 82 mg of 3-{6-[2-(3-methoxycarbonyl-phenyl)-(1Z)-1-ethenyl]-3-[6-(4-methoxyphenyl)-(5E)-5-hexenyloxy]-2-pyridyl}-propionic acid methyl ester in 2.5 ml of methanol and 1 ml of tetrahydrofuran is saponified with 2 ml of 2n sodium hydroxide solution and worked up. 69 mg of the title compound is obtained as colorless oil.